describe an organic reaction: reactants, conditions, products, and yield From a dataset of the Open Reaction Database (ORD), a public repository of structured organic reaction records. Starting materials: FC(C(=CC(F)(F)F)Cl)(F)F (1,1,1,4,4,4-hexafluoro-2-chloro-2-butene), [OH-].[K+] (potassium hydroxide). Reagents/catalysts: [Ni] (Raney nickel). Solvent: C(C)O (ethanol). The product is FC(CCC(F)(F)F)(F)F (1,1,1,4,4,4-hexafluorobutane). Isolated yield 46.7%. As a reaction SMILES: [F:1][C:2]([F:11])([F:10])[C:3](Cl)=[CH:4][C:5]([F:8])([F:7])[F:6].[OH-].[K+]>C(O)C.[Ni]>[F:1][C:2]([F:11])([F:10])[CH2:3][CH2:4][C:5]([F:8])([F:7])[F:6] |f:1.2|. Reported procedure: 40 g (0.2 mol) of 1,1,1,4,4,4-hexafluoro-2-chloro-2-butene were hydrogenated in 300 ml of ethanol in the presence of 12 g of potassium hydroxide and 24 g of Raney nickel in the pressure range of from 20 to 40 bar and at a temperature from 20 to 100° C. The solid components were filtered off, the solvent was extracted with water, and the organic phase was separated and purified by distillation to give 15.5 g (47% of theory) of 1,1,1,4,4,4-hexafluorobutane. The boiling point was 25 to 27° C. at 10...